Dataset: the Open Reaction Database (ORD), a public repository of structured organic reaction records. Task: describe an organic reaction: reactants, conditions, products, and yield Starting materials: CO (MeOH), [N+](=O)([O-])C=1C=C(C=CC1)CC(=O)OC (methyl 2-(3-nitrophenyl)acetate), O (Water). Run in C1CCOC1 (THF). Reaction conditions: time 8 hour. Yields the product [N+](=O)([O-])C=1C=C(C=CC1)CCO (2-(3-nitrophenyl)ethanol). Isolated yield 86.8%. Reaction SMILES: [N+:1]([C:4]1[CH:5]=[C:6]([CH2:10][C:11](OC)=[O:12])[CH:7]=[CH:8][CH:9]=1)([O-:3])=[O:2].CO.O>C1COCC1>[N+:1]([C:4]1[CH:5]=[C:6]([CH2:10][CH2:11][OH:12])[CH:7]=[CH:8][CH:9]=1)([O-:3])=[O:2]. Procedure details: A solution of methyl 2-(3-nitrophenyl)acetate (12 g, 62 mmol) in THF (100 ml) was cooled to 0° C., then MeOH (10 mL) was added slowly, followed by stirring at room temperature overnight. Water was added to terminate the reaction. The aqueous layer was extracted with ethyl acetate 3 times. The combined organic phase was washed with brine, dried over sodium sulfate and concentrated to give 2-(3-nitrophenyl)ethanol (9 g, yield 90%). 1H NMR: 400 MHz CDCl3 δ 8.11-8.07 (m, 2H), 7.59-7.56 (m, 1H), 7.49... Product: NCC1Cc2ccc3c(c2O1)CCCC3. Reactants: Cl, [N-]=[N+]=NCC1Cc2ccc3c(c2O1)CCCC3. Reaction SMILES: [ClH:18].[N:1](=[N+:2]=[N-:3])[CH2:4][CH:5]1[CH2:6][c:7]2[c:8]([c:10]3[c:15]([cH:16][cH:17]2)[CH2:14][CH2:13][CH2:12][CH2:11]3)[O:9]1>>[NH2:1][CH2:4][CH:5]1[CH2:6][c:7]2[c:8]([c:10]3[c:15]([cH:16][cH:17]2)[CH2:14][CH2:13][CH2:12][CH2:11]3)[O:9]1.